This data is from the Open Reaction Database (ORD), a public repository of structured organic reaction records. The task is: describe an organic reaction: reactants, conditions, products, and yield Starting materials: C(C)(C)NCC(=O)C1=CC(=C(C=C1)OC(C1=C(C(=C(C=C1)C)OC)Cl)=O)O (3-hydroxy-4-(2-chloro-3-methoxy-4-methylbenzoyloxy)phenyl isopropylaminomethyl ketone), C[O-].[Na+] (sodium methoxide), C1(=CC=CC=C1)[O-].[Na+] (sodium phenolate), CC(CC(=O)Cl)(CCCCCCCCCCCCCC)C (3,3-dimethylheptadecanoyl chloride). Yields the product C(C)(C)NCC(=O)C1=CC(=C(C=C1)OC(C1=C(C(=C(C=C1)C)OC)Cl)=O)OC(CC(CCCCCCCCCCCCCC)(C)C)=O (3-(3,3-dimethylheptadecanoyloxy)-4-(2-chloro-3-methoxy-4-methylbenzoyloxy)phenyl isopropylaminomethyl ketone). As a reaction SMILES: [CH:1]([NH:4][CH2:5][C:6]([C:8]1[CH:13]=[CH:12][C:11]([O:14][C:15](=[O:26])[C:16]2[CH:21]=[CH:20][C:19]([CH3:22])=[C:18]([O:23][CH3:24])[C:17]=2[Cl:25])=[C:10]([OH:27])[CH:9]=1)=[O:7])([CH3:3])[CH3:2].C[O-].[Na+].C1([O-])C=CC=CC=1.[Na+].[CH3:39][C:40]([CH3:59])([CH2:45][CH2:46][CH2:47][CH2:48][CH2:49][CH2:50][CH2:51][CH2:52][CH2:53][CH2:54][CH2:55][CH2:56][CH2:57][CH3:58])[CH2:41][C:42](Cl)=[O:43]>>[CH:1]([NH:4][CH2:5][C:6]([C:8]1[CH:13]=[CH:12][C:11]([O:14][C:15](=[O:26])[C:16]2[CH:21]=[CH:20][C:19]([CH3:22])=[C:18]([O:23][CH3:24])[C:17]=2[Cl:25])=[C:10]([O:27][C:42](=[O:43])[CH2:41][C:40]([CH3:59])([CH3:39])[CH2:45][CH2:46][CH2:47][CH2:48][CH2:49][CH2:50][CH2:51][CH2:52][CH2:53][CH2:54][CH2:55][CH2:56][CH2:57][CH3:58])[CH:9]=1)=[O:7])([CH3:3])[CH3:2] |f:1.2,3.4|. Procedure: Following a procedure similar to that described above in Example 2A, when 3-hydroxy-4-(2-chloro-3-methoxy-4-methylbenzoyloxy)phenyl isopropylaminomethyl ketone is interacted with one equivalent of sodium methoxide and the resulting sodium phenolate is reacted with 3,3-dimethylheptadecanoyl chloride there is obtained 3-(3,3-dimethylheptadecanoyloxy)-4-(2-chloro-3-methoxy-4-methylbenzoyloxy)phenyl isopropylaminomethyl ketone; and by interaction of this base with hydrochloric acid there is obtained... Reactants: BrC1=C(COCCN2CCCC2)C=CC=C1 (1-{2-[(2-bromobenzyl)oxy]ethyl}pyrrolidine), C(C=C)(=O)OCC (ethyl acrylate), C([O-])([O-])=O.[K+].[K+] (potassium carbonate). Reagents/catalysts: [Br-].C(CCC)[N+](CCCC)(CCCC)CCCC (tetra-n-butylammonium bromide), C(C)(=O)[O-].[Pd+2].C(C)(=O)[O-] (palladium acetate), C1(=C(C=CC=C1)P(C1=C(C=CC=C1)C)C1=C(C=CC=C1)C)C (tri-o-tolylphosphine). Solvent: C1(=CC=CC=C1)C (toluene). Product: N1(CCCC1)CCOCC1=C(C=CC=C1)/C=C/C(=O)OCC (Ethyl (2E)-3-(2-{[2-(1-pyrrolidinyl)ethoxy]methyl}phenyl)-2-propenoate). Isolated yield 68.7%. RXN SMILES: Br[C:2]1[CH:16]=[CH:15][CH:14]=[CH:13][C:3]=1[CH2:4][O:5][CH2:6][CH2:7][N:8]1[CH2:12][CH2:11][CH2:10][CH2:9]1.[C:17]([O:21][CH2:22][CH3:23])(=[O:20])[CH:18]=[CH2:19].C(=O)([O-])[O-].[K+].[K+]>[Br-].C([N+](CCCC)(CCCC)CCCC)CCC.C1(C)C=CC=CC=1.C([O-])(=O)C.[Pd+2].C([O-])(=O)C.C1(C)C=CC=CC=1P(C1C=CC=CC=1C)C1C=CC=CC=1C>[N:8]1([CH2:7][CH2:6][O:5][CH2:4][C:3]2[CH:13]=[CH:14][CH:15]=[CH:16][C:2]=2/[CH:19]=[CH:18]/[C:17]([O:21][CH2:22][CH3:23])=[O:20])[CH2:12][CH2:11][CH2:10][CH2:9]1 |f:2.3.4,5.6,8.9.10|. Procedure: A mixture of 1-{2-[(2-bromobenzyl)oxy]ethyl}pyrrolidine (11.3 g, 39.7 mmol), ethyl acrylate (8.6 ml, 79.4 mmol), potassium carbonate (13.7 g, 99.3 mmol), tetra-n-butylammonium bromide (12.8 g, 39.7 mmol), tri-o-tolylphosphine (483 mg, 1.59 mmol) and palladium acetate (178 mg, 0.79 mmol) in toluene (40 ml) was stirred at room temperature. The resulting mixture was degassed under reduced pressure and replaced with nitrogen. The mixture was stirred at 100° C. under nitrogen atmosphere for 15 h. Aft... The reactants are COc1ccc(-c2c(-c3ccccc3)oc3ncnc(OC(C)C(C)OCCC(=O)OC(C)(C)C)c23)cc1, Cl, C1COCCO1. The product is COc1ccc(-c2c(-c3ccccc3)oc3ncnc(OC(C)C(C)OCCC(=O)O)c23)cc1. Reaction SMILES: [C:2]([CH3:3])([CH3:4])([CH3:5])[O:6][C:7]([CH2:8][CH2:9][O:10][CH:11]([CH:12]([CH3:13])[O:14][c:15]1[c:16]2[c:17]([n:18][cH:19][n:20]1)[o:21][c:22](-[c:32]1[cH:33][cH:34][cH:35][cH:36][cH:37]1)[c:23]2-[c:24]1[cH:25][cH:26][c:27]([O:30][CH3:31])[cH:28][cH:29]1)[CH3:38])=[O:39].[ClH:1].[O:40]1[CH2:41][CH2:42][O:43][CH2:44][CH2:45]1>>[O:6]=[C:7]([CH2:8][CH2:9][O:10][CH:11]([CH:12]([CH3:13])[O:14][c:15]1[c:16]2[c:17]([n:18][cH:19][n:20]1)[o:21][c:22](-[c:32]1[cH:33][cH:34][cH:35][cH:36][cH:37]1)[c:23]2-[c:24]1[cH:25][cH:26][c:27]([O:30][CH3:31])[cH:28][cH:29]1)[CH3:38])[OH:39]. Starting materials: NC1=CC=CC2=C1OC(=C2C)C (7-amino-2,3-dimethylbenzo[b]furan), ClC=1C=CC=C2C1C(=O)OC(N2C)=O (6-chloro-N-methylisatoic anhydride). The solvent is C(C)(=O)O (acetic acid). Reaction conditions: temperature 60 celsius, time 2 hour. The product is CC1=C(C2=C(O1)C(=CC=C2)NC(C2=C(C=CC=C2NC)Cl)=O)C (2,3-dimethyl-7-(2-chloro-6-methylaminobenzoylamino)benzo[b]furan). Yield: 103.0%. As a reaction SMILES: [NH2:1][C:2]1[C:7]2[O:8][C:9]([CH3:12])=[C:10]([CH3:11])[C:6]=2[CH:5]=[CH:4][CH:3]=1.[Cl:13][C:14]1[CH:15]=[CH:16][CH:17]=[C:18]2[N:24](C)[C:23](=O)O[C:20](=[O:21])[C:19]=12>C(O)(=O)C>[CH3:12][C:9]1[O:8][C:7]2[C:2]([NH:1][C:20](=[O:21])[C:19]3[C:18]([NH:24][CH3:23])=[CH:17][CH:16]=[CH:15][C:14]=3[Cl:13])=[CH:3][CH:4]=[CH:5][C:6]=2[C:10]=1[CH3:11]. Reported procedure: A mixture of 7-amino-2,3-dimethylbenzo[b]furan (100 mg) and 6-chloro-N-methylisatoic anhydride (147 mg) in acetic acid (2 ml) was stirred at 60° C. for 2 hours. The reaction mixture was concentrated in vacuo and the residue was crystallized from a mixture of ethanol and water to give 2,3-dimethyl-7-(2-chloro-6-methylaminobenzoylamino)benzo[b]furan (210 mg) RXN SMILES: [CH3:1][O:2][C:3]1[CH:4]=[C:5]([S:11]([NH:14][C:15]2[CH:20]=[CH:19][C:18]([N:21]3[CH2:26][CH2:25][C:24](=[O:27])[CH2:23][CH2:22]3)=[CH:17][CH:16]=2)(=[O:13])=[O:12])[CH:6]=[CH:7][C:8]=1[O:9][CH3:10].[CH2:28]([O:35][C:36](=[O:39])[CH2:37]Br)[C:29]1[CH:34]=[CH:33][CH:32]=[CH:31][CH:30]=1>>[CH2:28]([O:35][C:36](=[O:39])[CH2:37][N:14]([S:11]([C:5]1[CH:6]=[CH:7][C:8]([O:9][CH3:10])=[C:3]([O:2][CH3:1])[CH:4]=1)(=[O:12])=[O:13])[C:15]1[CH:16]=[CH:17][C:18]([N:21]2[CH2:22][CH2:23][C:24](=[O:27])[CH2:25][CH2:26]2)=[CH:19][CH:20]=1)[C:29]1[CH:34]=[CH:33][CH:32]=[CH:31][CH:30]=1. The product is C(C1=CC=CC=C1)OC(CN(C1=CC=C(C=C1)N1CCC(CC1)=O)S(=O)(=O)C1=CC(=C(C=C1)OC)OC)=O ({(3,4-Dimethoxy-benzenesulfonyl)-[4-(4-oxo-piperidine-1-yl)-phenyl]-amino]-acetic acid benzyl ester). The reactants are COC=1C=C(C=CC1OC)S(=O)(=O)NC1=CC=C(C=C1)N1CCC(CC1)=O (3,4-Dimethoxy-N-[4-(4-oxo-piperidine-1-yl)-phenyl]-benzenesulfonamide), C(C1=CC=CC=C1)OC(CBr)=O (benzyl-2-bromoacetate). Procedure details: The title compound was prepared from 3,4-dimethoxy-N-[4-(4-oxo-piperidine-1-yl)-phenyl]-benzenesulfonamide (which was obtained in Example 242) and benzyl-2-bromoacetate according to the procedure of Example 251 as an orange gum; 1H NMR (300 MHz, CDCl3) δ 2.53 (t, J=6.06 Hz, 4H), 3.59 (t, J=6.00 Hz, 4H), 3.79 (s, 3H), 3.93 (s, 3H), 4.50 (s, 2H), 5.13 (s, 2H), 6.78-6.87 (m, 2H), 7.07-7.10 (m, 2H), 7.15 (d, J=2.1 Hz, 1H), 7.27-7.37 (m, 7H); MS (ES) m/z: 539.0 (MH+); HRMS found for C28H30N2O7S(MH+):... Starting materials: C[O-].[Na+] (Sodium methoxide), FC=1C=2N(C(=NC1)OC)C(NN2)=S (8-fluoro-5-methoxy-1,2,4-triazolo[4,3-c]pyrimidine-3(2H)-thione), ice. Run in CO (methanol), O (water), CO (methanol). Conditions: time 2.5 hour. Product: FC=1C=2N(C(=NC1)OC)NC(N2)=S (8-Fluoro-5-methoxy[1,2,4]triazolo[1,5-c]pyrimidine-2(3H)-thione). RXN SMILES: [F:1][C:2]1[C:3]2[N:4]([C:10](=[S:13])[NH:11][N:12]=2)[C:5]([O:8][CH3:9])=[N:6][CH:7]=1.C[O-].[Na+]>CO.O>[F:1][C:2]1[C:3]2[N:12]([NH:11][C:10](=[S:13])[N:4]=2)[C:5]([O:8][CH3:9])=[N:6][CH:7]=1 |f:1.2|. Procedure: A mixture of 10.01 g (0.050 mol) of 8-fluoro-5-methoxy-1,2,4-triazolo[4,3-c]pyrimidine-3(2H)-thione in 8.6 g of methanol was prepared and cooled with an ice water bath. Sodium methoxide in methanol (32.4 g of 25 percent, 0.15 mol) was added under nitrogen with stirring and cooling. After 2.5 hours, 25.6 mL of ice cold 6.25N aqueous hydrochloric acid was added with stirring to the thick slurry obtained. The resulting mixture was diluted with a little water and the solids were recovered by vacuum ...